Task: describe an organic reaction: reactants, conditions, products, and yield. Dataset: the Open Reaction Database (ORD), a public repository of structured organic reaction records The reactants are O1C(OCC1)C=1C=CC(=NC1)COC1=NC=CC=C1 (5-[1,3]dioxolan-2-yl-2-(pyridin-2-yloxymethyl)-pyridine), [OH-].[Na+] (sodium hydroxide), CS(=O)C (dimethyl sulfoxide), Cl (hydrochloric acid). Solvent: O1CCCC1 (tetrahydrofuran). Reaction conditions: time 25 minute. Yields the product N1=C(C=CC=C1)OCC1=CC=C(C=N1)C=O (6-(Pyridin-2-yloxymethyl)-pyridine-3-carbaldehyde). Yield: 48.1%. Reaction SMILES: [O:1]1CCO[CH:2]1[C:6]1[CH:7]=[CH:8][C:9]([CH2:12][O:13][C:14]2[CH:19]=[CH:18][CH:17]=[CH:16][N:15]=2)=[N:10][CH:11]=1.CS(C)=O.Cl.[OH-].[Na+]>O1CCCC1>[N:15]1[CH:16]=[CH:17][CH:18]=[CH:19][C:14]=1[O:13][CH2:12][C:9]1[N:10]=[CH:11][C:6]([CH:2]=[O:1])=[CH:7][CH:8]=1 |f:3.4|. Procedure details: To a solution of 5-[1,3]dioxolan-2-yl-2-(pyridin-2-yloxymethyl)-pyridine (1.51 g, 5.85 mmol) described in Manufacturing Example 154-1-5 in tetrahydrofuran (15 mL) and dimethyl sulfoxide (10 mL) was added a 5 N hydrochloric acid aqueous solution (3 mL), which was stirred for 25 minutes at room temperature, and then for another 1 hour at 20 minutes at 60° C. A 5 N sodium hydroxide aqueous solution was added to the reaction mixture at room temperature, which was extracted with ethyl acetate. The or... Reactants: C(C1=CC=CC=C1)=CC(C)=O (benzalacetone), C1(=CC=CC=C1)CCC(C)=O (4-phenyl-2-butanone). Yields the product C1(=CC=CC=C1)CCC(C)O (4-phenyl-2-butanol), C(C1=CC=CC=C1)=CC(C)=O (benzalacetone). Reaction SMILES: [CH:1](=[CH:8][C:9](=[O:11])[CH3:10])[C:2]1[CH:7]=[CH:6][CH:5]=[CH:4][CH:3]=1.[C:12]1([CH2:18][CH2:19][C:20](=[O:22])[CH3:21])[CH:17]=[CH:16][CH:15]=[CH:14][CH:13]=1>>[C:2]1([CH2:1][CH2:8][CH:9]([OH:11])[CH3:10])[CH:7]=[CH:6][CH:5]=[CH:4][CH:3]=1.[CH:18](=[CH:19][C:20](=[O:22])[CH3:21])[C:12]1[CH:17]=[CH:16][CH:15]=[CH:14][CH:13]=1. Procedure: Next, the reaction product was analyzed by NMR using proton (nuclear magnetic resonance apparatus, hereinafter to be called 1H-NMR). FIG. 5 is a view illustrating the reaction products from hydrogenation reaction of benzalacetone of Example 1. As is obvious from the figure, 4-phenyl-2-butanone and 4-phenyl-2-butanol were obtained by hydrogenation of benzalacetone within five minutes as reaction time at the yield of 97% and 3%, respectively. Reactants: ClC1=C(C=C(C=C1)C(F)(F)F)[N+](=O)[O-] (4-chloro-3-nitrobenzotrifluoride), C[O-].[Na+] (sodium methoxide). Yields the product COC1=C(C=C(C=C1)C(F)(F)F)[N+](=O)[O-] (4-methoxy-3-nitro-benzotrifluoride). Reaction SMILES: Cl[C:2]1[CH:7]=[CH:6][C:5]([C:8]([F:11])([F:10])[F:9])=[CH:4][C:3]=1[N+:12]([O-:14])=[O:13].[CH3:15][O-:16].[Na+]>>[CH3:15][O:16][C:2]1[CH:7]=[CH:6][C:5]([C:8]([F:11])([F:10])[F:9])=[CH:4][C:3]=1[N+:12]([O-:14])=[O:13] |f:1.2|. Procedure: Reaction of 4-chloro-3-nitrobenzotrifluoride with sodium methoxide to give 4-methoxy-3-nitro-benzotrifluoride Starting materials: [B-](F)(F)(F)F.[B-](F)(F)(F)F.C1C[N+]2(CC[N+]1(CC2)CCl)F (Selectfluor), C(C)(C)(C)C1=CC(=CC(=C1)C(C)(C)C)C(C)(C)C (1,3,5-tri-tert-butylbenzene), C(=O)([O-])[O-].[Na+].[Na+] (Na2CO3). Run in C(C)#N (ACN). Reaction conditions: time 8 hour. The product is C(C)(C)(C)C1=C(C(=CC(=C1)C(C)(C)C)C(C)(C)C)F (1,3,5-Tri-tert-butyl-2-fluorobenzene). As a reaction SMILES: [C:1]([C:5]1[CH:10]=[C:9]([C:11]([CH3:14])([CH3:13])[CH3:12])[CH:8]=[C:7]([C:15]([CH3:18])([CH3:17])[CH3:16])[CH:6]=1)([CH3:4])([CH3:3])[CH3:2].[B-](F)(F)(F)[F:20].[B-](F)(F)(F)F.C1[N+]2(CCl)CC[N+](F)(CC2)C1.C([O-])([O-])=O.[Na+].[Na+]>C(#N)C>[C:1]([C:5]1[CH:6]=[C:7]([C:15]([CH3:18])([CH3:17])[CH3:16])[CH:8]=[C:9]([C:11]([CH3:14])([CH3:13])[CH3:12])[C:10]=1[F:20])([CH3:4])([CH3:3])[CH3:2] |f:1.2.3,4.5.6|. Reported procedure: A solution of 1,3,5-tri-tert-butylbenzene (442 mg, 2.0 mmol) in ACN (20 mL) was cooled to 0° C. under N2. Selectfluor (1.06 g, 3.0 mmol) was added, keeping the temperature close to 0° C. The reaction was stirred overnight warming up to rt, poured into aq. Na2CO3 (15 mL) and extracted with Et2O (30 mL). The organic layer was washed with brine, dried with Na2SO4, filtered and evaporated to give compound P31a (430 mg, 81%). The product is OC1=CC=C(C=C1)CCNC1=NC=CC(=N1)C=1C=C(CN(S(=O)(=O)C)CCC2=NC=CC=C2)C=CC1 (N-(3-{2-[2-(4-hydroxy-phenyl)-ethylamino]-pyrimidin-4-yl}-benzyl)-N-(2-pyridin-2-yl-ethyl)-methanesulfonamide). Procedure details: Intermediate 17 was coupled with tyramine following procedure F. LC-MS showed the product had the expected M+H+ of 504. 1H NMR (Varian 300 MHz, CDCl3, shifts relative to the solvent peak at 7.24 ppm) δ 8.5 (d, 1H) 8.3 (d, 1H) 7.9 (m, 2H) 7.6 (m, 1H) 7.4 (m, 2H) 7.2 (m, 2H) 7.0 (d, 2H) 6.9 (d, 1H)-6.7 (d, 2H) 5.4 (s, br, 1H) 4.4 (s, 2H) 3.7 (m, 2H) 3.6 (m, 2H) 3.0 (m, 2H) 2.8 (m, 2H) 2.8 (s, 3H). Starting materials: ClC1=NC=CC(=N1)C=1C=C(CN(S(=O)(=O)C)CCC2=NC=CC=C2)C=CC1 (N-[3-(2-Chloro-pyrimidin-4-yl)-benzyl]-N-(2-pyridin-2-yl-ethyl)-methanesulfonamide), NCCC1=CC=C(C=C1)O (tyramine), 504. RXN SMILES: Cl[C:2]1[N:7]=[C:6]([C:8]2[CH:9]=[C:10]([CH:25]=[CH:26][CH:27]=2)[CH2:11][N:12]([CH2:17][CH2:18][C:19]2[CH:24]=[CH:23][CH:22]=[CH:21][N:20]=2)[S:13]([CH3:16])(=[O:15])=[O:14])[CH:5]=[CH:4][N:3]=1.[NH2:28][CH2:29][CH2:30][C:31]1[CH:36]=[CH:35][C:34]([OH:37])=[CH:33][CH:32]=1>>[OH:37][C:34]1[CH:35]=[CH:36][C:31]([CH2:30][CH2:29][NH:28][C:2]2[N:7]=[C:6]([C:8]3[CH:9]=[C:10]([CH:25]=[CH:26][CH:27]=3)[CH2:11][N:12]([CH2:17][CH2:18][C:19]3[CH:24]=[CH:23][CH:22]=[CH:21][N:20]=3)[S:13]([CH3:16])(=[O:15])=[O:14])[CH:5]=[CH:4][N:3]=2)=[CH:32][CH:33]=1. The reactants are carboxylic acid, Cl.CN(CCCN=C=NCC)C (EDCI), C(C)(C)(C)OC(=O)N1CCC(CC1)C(=O)O (1-[(tert-butyl)oxycarbonyl]piperidine-4-carboxylic acid), Cl.CN(CCCN=C=NCC)C (1-(3-dimethylaminopropyl)-3-ethyl carbodiimide hydrochloride), NC=1C=C(C=CC1)C1=NN(C2=CC=C(C=C12)C#N)C1OCCCC1 (3-(3-aminophenyl)-1-perhydro-2H-pyran-2-yl-1H-indazole -5-carbonitrile). Run in ClCCl (dichloromethane), ClCCl (dichloromethane). Conditions: time 12 hour. Yields the product C(#N)C=1C=C2C(=NN(C2=CC1)C1OCCCC1)C=1C=C(C=CC1)NC(=O)C1CCN(CC1)C(=O)OC(C)(C)C (tert-Butyl 4-{N-[3-(5-cyano-1-perhydro-2H-pyran-2-yl-1H-indazol-3-yl)phenyl]carbamoyl}piperidinecarboxylate). Reaction SMILES: [C:1]([O:5][C:6]([N:8]1[CH2:13][CH2:12][CH:11]([C:14]([OH:16])=O)[CH2:10][CH2:9]1)=[O:7])([CH3:4])([CH3:3])[CH3:2].Cl.CN(C)CCCN=C=NCC.[NH2:29][C:30]1[CH:31]=[C:32]([C:36]2[C:44]3[C:39](=[CH:40][CH:41]=[C:42]([C:45]#[N:46])[CH:43]=3)[N:38]([CH:47]3[CH2:52][CH2:51][CH2:50][CH2:49][O:48]3)[N:37]=2)[CH:33]=[CH:34][CH:35]=1>ClCCl>[C:45]([C:42]1[CH:43]=[C:44]2[C:39](=[CH:40][CH:41]=1)[N:38]([CH:47]1[CH2:52][CH2:51][CH2:50][CH2:49][O:48]1)[N:37]=[C:36]2[C:32]1[CH:31]=[C:30]([NH:29][C:14]([CH:11]2[CH2:10][CH2:9][N:8]([C:6]([O:5][C:1]([CH3:2])([CH3:3])[CH3:4])=[O:7])[CH2:13][CH2:12]2)=[O:16])[CH:35]=[CH:34][CH:33]=1)#[N:46] |f:1.2|. Procedure details: A solution of 1-[(tert-butyl)oxycarbonyl]piperidine-4-carboxylic acid (0.317 g, 1.38 mmol) in 12 mL of dichloromethane was added 1-(3-dimethylaminopropyl)-3-ethyl carbodiimide hydrochloride (EDCI) (0.287 g, 1.5 mmol). The solution was stirred at room temperature for 10 min before 3-(3-aminophenyl)-1-perhydro-2H-pyran-2-yl-1H-indazole -5-carbonitrile (0.400 g, 1.25 mmol) was added as a solid. (A small volume of dichloromethane was used to rinse the flask containing the core). The reaction was sti... The reactants are FC(C(=O)O)(F)F (Trifluoroacetic acid), C(C)(C)(C)OC(NCC(=O)N1CCCC2(C3=C(C=CC(=C3OCC12)F)F)S(=O)(=O)C1=CC=C(C=C1)Cl)=O ({2-[4a-(4-Chloro-benzenesulfonyl)-5,8-difluoro-2,3,4,4a,10,10a-hexahydro-9-oxa-1-aza-phenanthren-1-yl]-2-oxo-ethyl}-carbamic acid tert-butyl ester). The solvent is ClCCl (dichloromethane). Conditions: time 8 hour. Product: NCC(=O)N1CCCC2(C3=C(C=CC(=C3OCC12)F)F)S(=O)(=O)C1=CC=C(C=C1)Cl (2-Amino-1-[4a-(4-chloro-benzenesulfonyl)-5,8-difluoro-2,3,4,4a,10,10a-hexahydro-9-oxa-1-aza-phenanthren-1-yl]-ethanone). RXN SMILES: FC(F)(F)C(O)=O.C(OC(=O)[NH:14][CH2:15][C:16]([N:18]1[CH:31]2[C:22]([S:34]([C:37]3[CH:42]=[CH:41][C:40]([Cl:43])=[CH:39][CH:38]=3)(=[O:36])=[O:35])([C:23]3[C:28]([O:29][CH2:30]2)=[C:27]([F:32])[CH:26]=[CH:25][C:24]=3[F:33])[CH2:21][CH2:20][CH2:19]1)=[O:17])(C)(C)C>ClCCl>[NH2:14][CH2:15][C:16]([N:18]1[CH:31]2[C:22]([S:34]([C:37]3[CH:38]=[CH:39][C:40]([Cl:43])=[CH:41][CH:42]=3)(=[O:35])=[O:36])([C:23]3[C:28]([O:29][CH2:30]2)=[C:27]([F:32])[CH:26]=[CH:25][C:24]=3[F:33])[CH2:21][CH2:20][CH2:19]1)=[O:17]. Procedure: Trifluoroacetic acid (2 mL, 27.0 mmol) was dissolved in 16 ml of dichloromethane. The solution was added to {2-[4a-(4-Chloro-benzenesulfonyl)-5,8-difluoro-2,3,4,4a,10,10a-hexahydro-9-oxa-1-aza-phenanthren-1-yl]-2-oxo-ethyl}-carbamic acid tert-butyl ester (260 mg, 0.467 mmol). The solution was stirred at room temperature overnight. The reaction was quenched by washing with Sat. sodium carbonate solution. The organic layer was dried over sodium sulfate and concentrated. Yield: 20.0 mg, 9%. %. 1H N...